From a dataset of the Open Reaction Database (ORD), a public repository of structured organic reaction records. describe an organic reaction: reactants, conditions, products, and yield Starting materials: CNC=1C=NC=CC1C1=C(C=CC=C1)C (N-methyl-4-o-tolylpyridin-3-amine), ClC=1C=C(C(=O)O)C=CC1C(F)(F)F (3-chloro-4-(trifluoromethyl)benzoic acid). Solvent: CCCCCCC.CCOC(=O)C (n-heptane EtOAc). Product: ClC=1C=C(C(=O)N(C=2C=NC=CC2C2=C(C=CC=C2)C)C)C=CC1C(F)(F)F (3-Chloro-N-methyl-N-(4-o-tolyl-pyridin-3-yl)-4-trifluoromethyl-benzamide). Reaction SMILES: [CH3:1][NH:2][C:3]1[CH:4]=[N:5][CH:6]=[CH:7][C:8]=1[C:9]1[CH:14]=[CH:13][CH:12]=[CH:11][C:10]=1[CH3:15].[Cl:16][C:17]1[CH:18]=[C:19]([CH:23]=[CH:24][C:25]=1[C:26]([F:29])([F:28])[F:27])[C:20]([OH:22])=O>CCCCCCC.CCOC(C)=O>[Cl:16][C:17]1[CH:18]=[C:19]([CH:23]=[CH:24][C:25]=1[C:26]([F:29])([F:28])[F:27])[C:20]([N:2]([CH3:1])[C:3]1[CH:4]=[N:5][CH:6]=[CH:7][C:8]=1[C:9]1[CH:14]=[CH:13][CH:12]=[CH:11][C:10]=1[CH3:15])=[O:22] |f:2.3|. Reported procedure: The title compound was prepared in analogy to example 90, from N-methyl-4-o-tolylpyridin-3-amine (example 1, intermediate a) and 3-chloro-4-(trifluoromethyl)benzoic acid (CAS RN 115754-20-6) and using a gradient of n-heptane:EtOAc (100:0 to 0:100) for the chromatographic purification. Light brown solid (37%). MS (ESI): m/z=405.10 [M+H]+. Reactants: ClC=1C=C(C=CC1Cl)[C@H]([C@H](C(=O)O)OS(=O)(=O)C)C ((2R,3R)-3-(3,4-dichloro-phenyl)-2-methanesulfonyloxy-butyric acid), KHCO3, CI (MeI). The solvent is CN(C)C=O (DMF), O (water). Conditions: time 12 hour. Yields the product COC([C@@H]([C@H](C)C1=CC(=C(C=C1)Cl)Cl)OS(=O)(=O)C)=O ((2R,3R)-3-(3,4-Dichloro-phenyl)-2-methanesulfonyloxy-butyric acid methyl ester). Reaction SMILES: [Cl:1][C:2]1[CH:3]=[C:4]([C@@H:9]([CH3:19])[C@@H:10]([O:14][S:15]([CH3:18])(=[O:17])=[O:16])[C:11]([OH:13])=[O:12])[CH:5]=[CH:6][C:7]=1[Cl:8].[CH3:20]I>CN(C=O)C.O>[CH3:20][O:12][C:11](=[O:13])[C@H:10]([O:14][S:15]([CH3:18])(=[O:17])=[O:16])[C@@H:9]([C:4]1[CH:5]=[CH:6][C:7]([Cl:8])=[C:2]([Cl:1])[CH:3]=1)[CH3:19]. Procedure: Jones reagent was prepared by mixing chromium (VI) oxide (2.87 g, 28.7 mmol), sulfuric acid (2.44 mL), and water (9.5 mL) for 10 min. The solution was used directly, and was added dropwise to a solution of (2R,3R)-3-(3,4-dichloro-phenyl)-2-methanesulfonyloxy-butan-1-ol (1.50 g, 4.79 mmol) in acetone (100 mL). After 4 h, isopropanol (9 mL) was added and the mixture was concentrated. Water was added, and the aqueous layer was extracted with DCM (3×). The combined organic layers were washed with br... The reactants are ClC1=CC=C(C=C1)C1=CC=NN1C1=CC=C(C=C1)S(=O)(=O)N (4-[5-(4-chlorophenyl)-1H-pyrazol-1-yl]benzenesulfonamide), C(C)(=O)O (acetic acid), ClCl (chlorine). Run in O (water). Product: ClC1=CC=C(C=C1)C1=C(C=NN1C1=CC=C(C=C1)S(=O)(=O)N)Cl (4-[5-(4-chlorophenyl)-4-chloro-1H-pyrazol-1-yl]benzenesulfonamide). The yield is 75.0%. As a reaction SMILES: [Cl:1][C:2]1[CH:7]=[CH:6][C:5]([C:8]2[N:12]([C:13]3[CH:18]=[CH:17][C:16]([S:19]([NH2:22])(=[O:21])=[O:20])=[CH:15][CH:14]=3)[N:11]=[CH:10][CH:9]=2)=[CH:4][CH:3]=1.C(O)(=O)C.[Cl:27]Cl>O>[Cl:1][C:2]1[CH:3]=[CH:4][C:5]([C:8]2[N:12]([C:13]3[CH:18]=[CH:17][C:16]([S:19]([NH2:22])(=[O:21])=[O:20])=[CH:15][CH:14]=3)[N:11]=[CH:10][C:9]=2[Cl:27])=[CH:6][CH:7]=1. Procedure details: A 100 mL three-necked round-bottomed flask equipped with reflux condenser, gas dispersion tube and provisions for magnetic stirring was charged with 4-[5-(4-chlorophenyl)-1H-pyrazol-1-yl]benzenesulfonamide (500 mg, 1.2 mmol) and 50 mL of glacial acetic acid. The solution was stirred at room temperature and treated with a stream of chlorine gas for a period of 15 minutes. The solution was then stirred at room temperature for 1.25 hours and then diluted with 100 mL of water. The solution was then ... Reactants: Cl (hydrochloric acid), magnesium salt, [Mg] (magnesium), C(=O)(N1C=NC=C1)N1C=NC=C1 (carbonyldiimidazole), C1(CC1)C(=O)O (cyclopropanecarboxylic acid), O=C(CC(=O)O)CC (3-ketopentanoic acid). The solvent is CN(C=O)C (N,N-dimethylformamide), CO (methanol), CN(C=O)C (N,N-dimethylformamide), CO (methanol). Run at time 1 hour. Product: C1(CC1)C(CC(CC)=O)=O (1-Cyclopropyl-1,3-pentanedione). The yield is 88.7%. RXN SMILES: [Mg].[O:2]=[C:3]([CH2:8]C)[CH2:4][C:5](O)=O.C(N1C=CN=C1)(N1C=CN=C1)=O.[CH:22]1([C:25]([OH:27])=O)[CH2:24][CH2:23]1.Cl>CO.CN(C)C=O>[CH:22]1([C:25](=[O:27])[CH2:8][C:3](=[O:2])[CH2:4][CH3:5])[CH2:24][CH2:23]1. Procedure: A stirred suspension of magnesium turnings (1.83 g, 75.0 mmol) in methanol (85 ml) was heated under reflux for 90 minutes. The suspension was cooled to room temperature and a solution of 3-ketopentanoic acid (17.4 g, 150.0 mmol) in methanol (15 ml) was added. The white suspension dissolved to give a pale yellow solution. The reaction was stirred at room temperature for 1 hour and then concentrated under reduced pressure to give a pale yellow solid which was dissolved in N,N-dimethylformamide (50... Starting materials: O=C1CCC(=O)N1Br, C=Cc1ccc(CC)cn1, CS(C)=O, O. The product is CCc1ccc(C(O)CBr)nc1. As a reaction SMILES: [Br:11][N:12]1[C:13](=[O:14])[CH2:15][CH2:16][C:17]1=[O:18].[CH2:1]([CH3:2])[c:3]1[cH:4][cH:5][c:6]([CH:9]=[CH2:10])[n:7][cH:8]1.[CH3:20][S:21]([CH3:22])=[O:23].[OH2:19]>>[CH2:1]([CH3:2])[c:3]1[cH:4][cH:5][c:6]([CH:9]([CH2:10][Br:11])[OH:19])[n:7][cH:8]1.